This data is from the Open Reaction Database (ORD), a public repository of structured organic reaction records. The task is: describe an organic reaction: reactants, conditions, products, and yield The reactants are FC=1C=C([C@@H](C(=O)O)O)C=C(C1)F ((S)-3,5-difluoromandelic acid), Cl.N[C@@H](C)C(=O)NN1C2=C(C3=C(C(C1=O)CCCCC1=CC=CC=C1)C=CC=C3)C=CC=C2 (5-(L-Alaninyl)amino-7-phenbutyl-5,7-dihydro-6H-dibenz[b,d]azepin-6-one Hydrochloride). The product is FC=1C=C([C@@H](C(=O)N[C@@H](C)C(=O)NN2C3=C(C4=C(C(C2=O)CCCCC2=CC=CC=C2)C=CC=C4)C=CC=C3)O)C=C(C1)F (5-{N′—[(S)-3,5-Difluoromandelyl]-L-alaninyl}amino-7-phenbutyl-5,7-dihydro-6H-dibenz[b,d]azepin-6-one). Reaction SMILES: [F:1][C:2]1[CH:3]=[C:4]([CH:10]=[C:11]([F:13])[CH:12]=1)[C@H:5]([OH:9])[C:6]([OH:8])=O.Cl.[NH2:15][C@H:16]([C:18]([NH:20][N:21]1[C:27](=[O:28])[CH:26]([CH2:29][CH2:30][CH2:31][CH2:32][C:33]2[CH:38]=[CH:37][CH:36]=[CH:35][CH:34]=2)[C:25]2[CH:39]=[CH:40][CH:41]=[CH:42][C:24]=2[C:23]2[CH:43]=[CH:44][CH:45]=[CH:46][C:22]1=2)=[O:19])[CH3:17]>>[F:13][C:11]1[CH:10]=[C:4]([CH:3]=[C:2]([F:1])[CH:12]=1)[C@H:5]([OH:9])[C:6]([NH:15][C@H:16]([C:18]([NH:20][N:21]1[C:27](=[O:28])[CH:26]([CH2:29][CH2:30][CH2:31][CH2:32][C:33]2[CH:34]=[CH:35][CH:36]=[CH:37][CH:38]=2)[C:25]2[CH:39]=[CH:40][CH:41]=[CH:42][C:24]=2[C:23]2[CH:43]=[CH:44][CH:45]=[CH:46][C:22]1=2)=[O:19])[CH3:17])=[O:8] |f:1.2|. Procedure details: Following General Procedure D and using (S)-3,5-difluoromandelic acid (Example L) and 5-(L-alaninyl)-amino-7-phenbutyl-5,7-dihydro-6H-dibenz[b,d]azepin-6-one hydrochloride (Example 7-S), the title compound was prepared. The product was purified by chromatography (silica, 1-2% MeOH/CHCl3). Reactants: [N+](=O)(O)[O-] (nitric acid), ClC=1N(N=C2CCCCC12)C1=C(C=C(C=C1)F)F (3-chloro-2-(2,4-difluorophenyl)4,5,6,7-tetrahydro-2H-indazole), ice water. The solvent is S(O)(O)(=O)=O (sulfuric acid). Conditions: time 3 hour. The product is ClC=1N(N=C2CCCCC12)C1=C(C=C(C(=C1)[N+](=O)[O-])F)F (3-chloro-2-(2,4-difluoro-5-nitrophenyl)-4,5,6,7-tetrahydro-2H-indazole). Yield: 89.6%. As a reaction SMILES: [Cl:1][C:2]1[N:3]([C:11]2[CH:16]=[CH:15][C:14]([F:17])=[CH:13][C:12]=2[F:18])[N:4]=[C:5]2[C:10]=1[CH2:9][CH2:8][CH2:7][CH2:6]2.[N+:19]([O-])([OH:21])=[O:20]>S(=O)(=O)(O)O>[Cl:1][C:2]1[N:3]([C:11]2[CH:16]=[C:15]([N+:19]([O-:21])=[O:20])[C:14]([F:17])=[CH:13][C:12]=2[F:18])[N:4]=[C:5]2[C:10]=1[CH2:9][CH2:8][CH2:7][CH2:6]2. Procedure details: A solution of 3-chloro-2-(2,4-difluorophenyl)4,5,6,7-tetrahydro-2H-indazole (217 g) in conc. sulfuric acid (1 kg) was cooled to 5° C., and 99 % nitric acid (67 g) was dropwise added thereto at a temperature below about 10° C., followed by stirring for 3 hours. After completion of the reaction, the reaction mixture was added to ice-water (10 kg), and the precipitated crystals were collected by filtration, washed and dried to give 3-chloro-2-(2,4-difluoro-5-nitrophenyl)-4,5,6,7-tetrahydro-2H-indaz... Starting materials: FC(F)(F)Oc1ccc(CBr)cc1, Nc1nc(N)c2c(N3CCNCC3)cccc2n1. Product: Nc1nc(N)c2c(N3CCN(Cc4ccc(OC(F)(F)F)cc4)CC3)cccc2n1. As a reaction SMILES: [F:19][C:20]([O:21][c:22]1[cH:23][cH:24][c:25]([CH2:26][Br:27])[cH:28][cH:29]1)([F:30])[F:31].[N:1]1([c:7]2[c:8]3[c:9]([NH2:18])[n:10][c:11]([NH2:17])[n:12][c:13]3[cH:14][cH:15][cH:16]2)[CH2:2][CH2:3][NH:4][CH2:5][CH2:6]1>>[N:1]1([c:7]2[c:8]3[c:9]([NH2:18])[n:10][c:11]([NH2:17])[n:12][c:13]3[cH:14][cH:15][cH:16]2)[CH2:2][CH2:3][N:4]([CH2:26][c:25]2[cH:24][cH:23][c:22]([O:21][C:20]([F:19])([F:30])[F:31])[cH:29][cH:28]2)[CH2:5][CH2:6]1. Starting materials: C1CCOC1, COC(=O)c1cccc2c1c1c(O)cccc1n2Cc1cccc(C)c1, CCOC(C)=O, Cl, [NH4+], [OH-]. The product is Cc1cccc(Cn2c3cccc(O)c3c3c(C(N)=O)cccc32)c1. As a reaction SMILES: [CH2:30]1[O:31][CH2:32][CH2:33][CH2:34]1.[CH3:1][c:2]1[cH:3][c:4]([CH2:8][n:9]2[c:10]3[cH:11][cH:12][cH:13][c:14]([C:23]([O:25][CH3:24])=[O:26])[c:15]3[c:16]3[c:17]([OH:22])[cH:18][cH:19][cH:20][c:21]23)[cH:5][cH:6][cH:7]1.[CH3:35][CH2:36][O:37][C:38](=[O:39])[CH3:40].[ClH:27].[NH4+:28].[OH-:29]>>[CH3:1][c:2]1[cH:3][c:4]([CH2:8][n:9]2[c:10]3[cH:11][cH:12][cH:13][c:14]([C:23](=[O:25])[NH2:28])[c:15]3[c:16]3[c:17]([OH:22])[cH:18][cH:19][cH:20][c:21]23)[cH:5][cH:6][cH:7]1. The reactants are FC1=CC=C(COC(CC2=CN(C3=CC=CC=C23)CC2=CC=C(C=C2)F)=O)C=C1 ([1-(4-fluorobenzyl)indole-3-yl]acetic acid (4-fluorobenzyl)ester), [OH-].[Na+] (sodium hydroxide). The solvent is C(C)O (ethanol). Product: FC1=CC=C(CN2C=C(C3=CC=CC=C23)CC(=O)O)C=C1 ([1-(4-fluorobenzyl)indole-3-yl]acetic acid). RXN SMILES: FC1C=CC(C[O:7][C:8](=[O:27])[CH2:9][C:10]2[C:18]3[C:13](=[CH:14][CH:15]=[CH:16][CH:17]=3)[N:12]([CH2:19][C:20]3[CH:25]=[CH:24][C:23]([F:26])=[CH:22][CH:21]=3)[CH:11]=2)=CC=1.[OH-].[Na+]>C(O)C>[F:26][C:23]1[CH:24]=[CH:25][C:20]([CH2:19][N:12]2[C:13]3[C:18](=[CH:17][CH:16]=[CH:15][CH:14]=3)[C:10]([CH2:9][C:8]([OH:27])=[O:7])=[CH:11]2)=[CH:21][CH:22]=1 |f:1.2|. Reported procedure: 8.7 g (22.2 mMol) [1-(4-fluorobenzyl)indole-3-yl]acetic acid (4-fluorobenzyl)ester are dissolved in 50 ml ethanol. 110 ml 1N sodium hydroxide solution are added and the mixture heated for 1 hour at reflux. After cooling, the aqueous phase is washed with ether, acidulated with concentrated hydrochloric acid and the precipitate filtered.